Dataset: the Open Reaction Database (ORD), a public repository of structured organic reaction records. Task: describe an organic reaction: reactants, conditions, products, and yield The reactants are CCOC(=O)C1(NC(=O)c2ccccc2C(F)(F)F)Cc2ccccc2C1, C1COCCO1, CO, CO, ClCCl, O. The product is O=C(NC1(C(=O)O)Cc2ccccc2C1)c1ccccc1C(F)(F)F. Reaction SMILES: [CH2:1]([CH3:2])[O:3][C:4](=[O:5])[C:6]1([NH:15][C:16]([c:17]2[c:18]([C:23]([F:24])([F:25])[F:26])[cH:19][cH:20][cH:21][cH:22]2)=[O:27])[CH2:7][c:8]2[cH:9][cH:10][cH:11][cH:12][c:13]2[CH2:14]1.[CH2:28]1[O:29][CH2:30][CH2:31][O:32][CH2:33]1.[CH3:34][OH:35].[CH3:37][OH:38].[Cl:39][CH2:40][Cl:41].[OH2:36]>>[O:3]=[C:4]([OH:5])[C:6]1([NH:15][C:16]([c:17]2[c:18]([C:23]([F:24])([F:25])[F:26])[cH:19][cH:20][cH:21][cH:22]2)=[O:27])[CH2:7][c:8]2[cH:9][cH:10][cH:11][cH:12][c:13]2[CH2:14]1. Starting materials: BrC1=CC=C2C(=C1)NC(C21C(NC(CC1C1=CC(=CC=C1)Cl)=O)C(=C)C)=O.COC(C)[Si](C)(C)C (racemic (2′R,3R,4′S)-6-bromo-4′-(3-chlorophenyl)-2′-isopropenyl-2,3-dihydro-2,6′-dioxospiro[indole-3,3′-piperidine] 1-methoxyethyl trimethylsilane), BrCC(=O)N (2-bromo-acetamide), BrCC(=O)N (2-bromo-acetamide), C(=O)([O-])[O-].[Cs+].[Cs+] (Cs2CO3), C(=O)([O-])[O-].[Cs+].[Cs+] (Cs2CO3), C(C)(=O)OCC (ethyl acetate). The solvent is CN(C)C=O (DMF). Run at time 8 hour. Product: NC(=O)CN1C(C2(C(CC1=O)C1=CC(=CC=C1)Cl)C(NC1=CC(=CC=C12)Br)=O)C(=C)C.COC(C)[Si](C)(C)C (racemic (2′R,3R,4′S)-1′-(aminocarbonyl-methyl)-6-bromo-4′-(3-chlorophenyl)-2′-isopropenyl-2,3-dihydro-2,6′-dioxospiro[indole-3,3′-piperidine] 1-methoxyethyl trimethylsilane). The yield is 55.6%. RXN SMILES: [Br:1][C:2]1[CH:7]=[C:6]2[NH:8][C:9](=[O:27])[C:10]3([CH:15]([C:16]4[CH:21]=[CH:20][CH:19]=[C:18]([Cl:22])[CH:17]=4)[CH2:14][C:13](=[O:23])[NH:12][CH:11]3[C:24]([CH3:26])=[CH2:25])[C:5]2=[CH:4][CH:3]=1.[CH3:28][O:29][CH:30]([Si:32]([CH3:35])([CH3:34])[CH3:33])[CH3:31].Br[CH2:37][C:38]([NH2:40])=[O:39].C([O-])([O-])=O.[Cs+].[Cs+].C(OCC)(=O)C>CN(C=O)C>[NH2:40][C:38]([CH2:37][N:12]1[C:13](=[O:23])[CH2:14][CH:15]([C:16]2[CH:21]=[CH:20][CH:19]=[C:18]([Cl:22])[CH:17]=2)[C:10]2([C:5]3[C:6](=[CH:7][C:2]([Br:1])=[CH:3][CH:4]=3)[NH:8][C:9]2=[O:27])[CH:11]1[C:24]([CH3:26])=[CH2:25])=[O:39].[CH3:28][O:29][CH:30]([Si:32]([CH3:35])([CH3:34])[CH3:33])[CH3:31] |f:0.1,3.4.5,8.9|. Reported procedure: To a mixture of racemic (2′R,3R,4′S)-6-bromo-4′-(3-chlorophenyl)-2′-isopropenyl-2,3-dihydro-2,6′-dioxospiro[indole-3,3′-piperidine]-1-methoxyethyl trimethylsilane (100 mg, 0.17 mmol) and 2-bromo-acetamide (72 mg, 0.52 mmol) in DMF (1 mL) was added Cs2CO3 (332 mg, 1.01 mmol). The mixture was stirred at room temperature for overnight. Then additional 2-bromo-acetamide (72 mg, 0.52 mmol) and Cs2CO3 (332 mg, 1.01 mmol) were added to the reaction mixture. The resulting mixture was heated at 50° C. fo... The reactants are CCO (EtOH), CC1=C(C(=O)O)C=C(C=C1)[N+](=O)[O-] (2-methyl-5-nitrobenzoic acid). Reagents/catalysts: [Pd] (palladium). Run in CCOC(=O)C (EtOAc). Run at time 24 hour. The product is NC=1C=CC(=C(C(=O)O)C1)C (5-amino-2-methylbenzoic acid). Reaction SMILES: [CH3:1][C:2]1[CH:10]=[CH:9][C:8]([N+:11]([O-])=O)=[CH:7][C:3]=1[C:4]([OH:6])=[O:5].CCO>CCOC(C)=O.[Pd]>[NH2:11][C:8]1[CH:9]=[CH:10][C:2]([CH3:1])=[C:3]([CH:7]=1)[C:4]([OH:6])=[O:5]. Procedure: To a 250 mL round-bottomed flask was added 2-methyl-5-nitrobenzoic acid (5.0 g, 28 mmol) and palladium 10% on carbon (1.5 g, 14 mmol). The mixture was taken up in EtOAc (30 mL) then EtOH (70 mL) was added. The mixture was purged with H2 then allowed to stir at 1 atm. H2 for 24 h. LCMS indicated about 10% conversion to product. About 0.5 g 10% Pd/C and ˜30 mL MeOH was added to the reaction. The reaction was purged with H2 and let to stir at 1 atm H2 for 20 h. They reaction was monitored for compl... Starting materials: Example 9 ( 9a ), C1(=CC=CC=C1)CCO (2-phenylethanol), C1(CC1)CCOC1=CC=C(C(=O)NCC(=O)O)C=C1 (N-[4-(2-Cyclopropylethoxy)benzoyl]glycine), OC1=CC=C(C(=O)OC)C=C1 (methyl 4-hydroxybenzoate). Yields the product C1(=CC=CC=C1)CCOC1=CC=C(C(=O)NCC(=O)O)C=C1 (N-[4-(2-Phenylethoxy)benzoyl]glycine). The yield is 74.0%. As a reaction SMILES: [CH:1]1([CH2:4][CH2:5][O:6][C:7]2[CH:19]=[CH:18][C:10]([C:11]([NH:13][CH2:14][C:15]([OH:17])=[O:16])=[O:12])=[CH:9][CH:8]=2)[CH2:3][CH2:2]1.O[C:21]1[CH:30]=CC(C(OC)=O)=C[CH:22]=1.C1(CCO)C=CC=CC=1>>[C:1]1([CH2:4][CH2:5][O:6][C:7]2[CH:8]=[CH:9][C:10]([C:11]([NH:13][CH2:14][C:15]([OH:17])=[O:16])=[O:12])=[CH:18][CH:19]=2)[CH:3]=[CH:2][CH:30]=[CH:21][CH:22]=1. Procedure details: The same reactions as in Example 9 (9a) and (9b) were conducted using methyl 4-hydroxybenzoate (2.23 g, 14.7 mmol) and 2-phenylethanol (1.80 mL, 15.1 mmol) to give 3.23 g of the title compound (light yellow powder, yield: 74%). Starting materials: FC1=C(N)C=C(C=C1)F (2,5-Difluoro-aniline), O=C1C(CCC1)C#N (2-Oxo-cyclopentane-carbonitrile), [Cl-].[Ca+2].[Cl-] (calcium chloride). Product: FC1=C(C=C(C=C1)F)NC1=C(CCC1)C#N (2-(2'5'-Difluorophenyl) aminocyclopent-1-ene-1-carbonitrile). Reaction SMILES: [F:1][C:2]1[CH:8]=[CH:7][C:6]([F:9])=[CH:5][C:3]=1[NH2:4].O=[C:11]1[CH2:15][CH2:14][CH2:13][CH:12]1[C:16]#[N:17].[Cl-].[Ca+2].[Cl-]>>[F:1][C:2]1[CH:8]=[CH:7][C:6]([F:9])=[CH:5][C:3]=1[NH:4][C:11]1[CH2:15][CH2:14][CH2:13][C:12]=1[C:16]#[N:17] |f:2.3.4|. Procedure: 2,5-Difluoro-aniline (2.6 g, 20.0 mmol) (Aldrich Chemicals) cyano-ketone (Example 11) (2.2 g, 20.2 mmol), calcium chloride (2.5 g, 22.5 mmol) and T.H.F. (30 ml) were heated under reflux for 22 hours. After cooling, the mixture was filtered and the solvent evaporated. Kugelrohr distillation (160° C., 0.9 mmHg) gave the produce as white crystals.